Dataset: the Open Reaction Database (ORD), a public repository of structured organic reaction records. Task: describe an organic reaction: reactants, conditions, products, and yield The reactants are OCC(=O)[C@@H](O)[C@H](O)[C@H](O)CO (D-fructose), CC(=O)C (acetone), CCCCC (pentane), ferric chloride. Solvent: O (water). Reaction conditions: temperature 0 celsius. Product: CC1(O[C@@H]2CO[C@@]3([C@H]([C@@H]2O1)OC(O3)(C)C)CO)C (2,3:4,5-di-O-isopropylidene-β-D-fructopyranose). RXN SMILES: [OH:1][CH2:2][C:3]([C@H:5]([C@@H:7]([C@@H:9]([CH2:11][OH:12])[OH:10])[OH:8])[OH:6])=[O:4].[CH3:13][C:14]([CH3:16])=O.[CH3:17][CH2:18][CH2:19]CC>O>[CH3:13][C:14]1([CH3:16])[O:6][C@@H:5]2[C@@H:3]([CH2:2][O:1][C@@:9]3([CH2:11][OH:12])[O:10][C:18]([CH3:19])([CH3:17])[O:8][C@H:7]32)[O:4]1. Procedure: A mixture of 200 grams of D-fructose, 2 liters of acetone, 2 liters of pentane and 8 grams of ferric chloride is stirred and heated to reflux temperature. The reaction water is condensed and removed using a Dean-Stark type water separator. After the theoretical amount of water is removed, the mixture is cooled to 0°C., neutralized with 7 grams of sodium hydroxide in 10 milliliters of water and filtered. The filtrate is treated with 10 grams Norite SG, refiltered, and then concentrated to a syrup... Reactants: CO (methanol), ClC=1C=C(C=CC1)C1=CC(=C(C(=O)OC(C)(C)C)C=C1)[N+](=O)[O-] (tert-butyl 4-(3-chlorophenyl)-2-nitrobenzoate). The reagents and catalysts are [C].[Pd] (palladium-carbon). Solvent: C(C)(=O)OCC (ethyl acetate). Run at time 3 hour. Product: NC1=C(C(=O)OC(C)(C)C)C=CC(=C1)C1=CC(=CC=C1)Cl (tert-butyl 2-amino-4-(3-chlorophenyl)benzoate). RXN SMILES: CO.[Cl:3][C:4]1[CH:5]=[C:6]([C:10]2[CH:22]=[CH:21][C:13]([C:14]([O:16][C:17]([CH3:20])([CH3:19])[CH3:18])=[O:15])=[C:12]([N+:23]([O-])=O)[CH:11]=2)[CH:7]=[CH:8][CH:9]=1>[C].[Pd].C(OCC)(=O)C>[NH2:23][C:12]1[CH:11]=[C:10]([C:6]2[CH:7]=[CH:8][CH:9]=[C:4]([Cl:3])[CH:5]=2)[CH:22]=[CH:21][C:13]=1[C:14]([O:16][C:17]([CH3:19])([CH3:20])[CH3:18])=[O:15] |f:2.3|. Procedure: 0.33 g of 10% palladium-carbon was added to a mixed solution of 11 mL of methanol and 11 mL of ethyl acetate containing 1.1 g of tert-butyl 4-(3-chlorophenyl)-2-nitrobenzoate and stirred under hydrogen atmosphere at room temperature for 3 hours. After insoluble were removed by filtration, the solvent was evaporated under reduced pressure. 11 mL of acetic acid, 11 mL of methanol and 0.33 g of 10% palladium-carbon were added to the obtained residue sequentially and stirred under hydrogen atmospher... Reactants: [Br-], C1CCOC1, C[P+](c1ccccc1)(c1ccccc1)c1ccccc1, CC(C)(C)OC(=O)N1CCC(COC(C=O)c2cc(Cl)cc3cn(COCC[Si](C)(C)C)nc23)(c2ccc(F)cc2)CC1. Product: C=CC(OCC1(c2ccc(F)cc2)CCN(C(=O)OC(C)(C)C)CC1)c1cc(Cl)cc2cn(COCC[Si](C)(C)C)nc12. Reaction SMILES: [Br-:49].[CH2:44]1[O:45][CH2:46][CH2:47][CH2:48]1.[CH3:50][P+:51]([c:52]1[cH:53][cH:54][cH:55][cH:56][cH:57]1)([c:58]1[cH:59][cH:60][cH:61][cH:62][cH:63]1)[c:64]1[cH:65][cH:66][cH:67][cH:68][cH:69]1.[Cl:1][c:2]1[cH:3][c:4]2[cH:5][n:6]([CH2:36][O:37][CH2:38][CH2:39][Si:40]([CH3:41])([CH3:42])[CH3:43])[n:7][c:8]2[c:9]([CH:11]([CH:12]=[O:13])[O:14][CH2:15][C:16]2([c:29]3[cH:30][cH:31][c:32]([F:35])[cH:33][cH:34]3)[CH2:17][CH2:18][N:19]([C:22](=[O:23])[O:24][C:25]([CH3:26])([CH3:27])[CH3:28])[CH2:20][CH2:21]2)[cH:10]1>>[Cl:1][c:2]1[cH:3][c:4]2[cH:5][n:6]([CH2:36][O:37][CH2:38][CH2:39][Si:40]([CH3:41])([CH3:42])[CH3:43])[n:7][c:8]2[c:9]([CH:11]([CH:12]=[CH2:44])[O:14][CH2:15][C:16]2([c:29]3[cH:30][cH:31][c:32]([F:35])[cH:33][cH:34]3)[CH2:17][CH2:18][N:19]([C:22](=[O:23])[O:24][C:25]([CH3:26])([CH3:27])[CH3:28])[CH2:20][CH2:21]2)[cH:10]1. Reactants: CC(C)(C)C(=O)Cl, ClCCl, CC(C)Oc1ccc(-c2nc(-c3cccc4c3CCC4O)no2)cc1C#N, c1ccncc1. The product is CC(C)Oc1ccc(-c2nc(-c3cccc4c3CCC4OC(=O)C(C)(C)C)no2)cc1C#N. RXN SMILES: [C:34]([C:35]([CH3:36])([CH3:37])[CH3:38])(=[O:39])[Cl:40].[Cl:41][CH2:42][Cl:43].[OH:1][CH:2]1[CH2:3][CH2:4][c:5]2[c:6](-[c:11]3[n:12][o:13][c:14](-[c:16]4[cH:17][cH:18][c:19]([O:24][CH:25]([CH3:26])[CH3:27])[c:20]([C:21]#[N:22])[cH:23]4)[n:15]3)[cH:7][cH:8][cH:9][c:10]21.[cH:28]1[cH:29][cH:30][n:31][cH:32][cH:33]1>>[O:1]([CH:2]1[CH2:3][CH2:4][c:5]2[c:6](-[c:11]3[n:12][o:13][c:14](-[c:16]4[cH:17][cH:18][c:19]([O:24][CH:25]([CH3:26])[CH3:27])[c:20]([C:21]#[N:22])[cH:23]4)[n:15]3)[cH:7][cH:8][cH:9][c:10]21)[C:34]([C:35]([CH3:36])([CH3:37])[CH3:38])=[O:39]. Reactants: CC=1C=C(C=C(C1)C)C(C)=O (3',5'-dimethylacetophenone), C[Si](C)(C)[N-][Si](C)(C)C.[Li+] (lithium bis(trimethylsilyl)amide), Cl[Si](C)(C)C (chlorotrimethylsilane), diethyl ester, C1(=CC=CC=C1)CSC(C(=O)O)C(=O)O ([(phenylmethyl)thio]propanedioic acid). Solvent: C1CCOC1 (THF). Yields the product CC=1C=C(C=C(C1)C)C1=CC(=C(C(O1)=O)SCC1=CC=CC=C1)O (6-(3,5-Dimethylphenyl)-4-hydroxy-3-[(phenylmethyl)-thio]-2H-pyran-2-one). As a reaction SMILES: [CH3:1][C:2]1[CH:3]=[C:4]([C:9](=[O:11])[CH3:10])[CH:5]=[C:6]([CH3:8])[CH:7]=1.C[Si]([N-][Si](C)(C)C)(C)C.[Li+].Cl[Si](C)(C)C.[C:27]1([CH2:33][S:34][CH:35]([C:39](O)=[O:40])[C:36](O)=[O:37])[CH:32]=[CH:31][CH:30]=[CH:29][CH:28]=1>C1COCC1>[CH3:1][C:2]1[CH:3]=[C:4]([C:9]2[O:11][C:36](=[O:37])[C:35]([S:34][CH2:33][C:27]3[CH:32]=[CH:31][CH:30]=[CH:29][CH:28]=3)=[C:39]([OH:40])[CH:10]=2)[CH:5]=[C:6]([CH3:8])[CH:7]=1 |f:1.2|. Procedure details: The title compound was prepared by Method A using 3',5'-dimethylacetophenone (0.785 g, 5.31 mmol), lithium bis(trimethylsilyl)amide (0.977 g, 5.84 mmol), chlorotrimethylsilane (0.741 mL, 5.84 mmol), THF (58 mL), and diethyl ester of [(phenylmethyl)thio]propanedioic acid (1.00 g, 3.54 mmol). m.p. dec. 170° C.; 1H NMR (400 MHz, DMSO-d6) δ2.33 (s, 6 H), 3.99 (s, 2 H), 6.67 (s, 1 H), 7.21 (m, 6 H), 7.39 (s, 2 H). Starting materials: CC(C)(C)OC(=O)N1CCC(c2cc(C(=O)N3CCCC4CCCCC43)cs2)CC1, ClCCl, O=C(O)C(F)(F)F. The product is O=C(c1csc(C2CCNCC2)c1)N1CCCC2CCCCC21. Reaction SMILES: [C:1]([O:2][C:3](=[O:4])[N:8]1[CH2:9][CH2:10][CH:11]([c:14]2[s:15][cH:16][c:17]([C:19](=[O:20])[N:21]3[CH2:22][CH2:23][CH2:24][CH:25]4[CH2:26][CH2:27][CH2:28][CH2:29][CH:30]34)[cH:18]2)[CH2:12][CH2:13]1)([CH3:5])([CH3:6])[CH3:7].[Cl:38][CH2:39][Cl:40].[F:31][C:32]([F:33])([F:34])[C:35]([OH:36])=[O:37]>>[NH:8]1[CH2:9][CH2:10][CH:11]([c:14]2[s:15][cH:16][c:17]([C:19](=[O:20])[N:21]3[CH2:22][CH2:23][CH2:24][CH:25]4[CH2:26][CH2:27][CH2:28][CH2:29][CH:30]34)[cH:18]2)[CH2:12][CH2:13]1. Reactants: ClCc1ccccc1, [K+], [K+], O=C([O-])[O-], CN(C)C=O, O, Cc1c(C)c2c(c(C)c1O)CCC(C)(CO)O2. Product: Cc1c(C)c2c(c(C)c1OCc1ccccc1)CCC(C)(CO)O2. As a reaction SMILES: [Cl:24][CH2:25][c:26]1[cH:27][cH:28][cH:29][cH:30][cH:31]1.[K+:18].[K+:19].[O-:20][C:21]([O-:22])=[O:23].[O:32]=[CH:33][N:34]([CH3:35])[CH3:36].[OH2:37].[OH:1][c:2]1[c:3]([CH3:17])[c:4]2[c:9]([c:10]([CH3:13])[c:11]1[CH3:12])[O:8][C:7]([CH2:14][OH:15])([CH3:16])[CH2:6][CH2:5]2>>[O:1]([c:2]1[c:3]([CH3:17])[c:4]2[c:9]([c:10]([CH3:13])[c:11]1[CH3:12])[O:8][C:7]([CH2:14][OH:15])([CH3:16])[CH2:6][CH2:5]2)[CH2:25][c:26]1[cH:27][cH:28][cH:29][cH:30][cH:31]1. Reactants: Cc1c(C)c2c(c(C)c1O)C(c1ccc(N(C)C)cc1)C(C)(C)O2, COc1ccc(CCl)cc1. Product: COc1ccc(COc2c(C)c(C)c3c(c2C)C(c2ccc(N(C)C)cc2)C(C)(C)O3)cc1. RXN SMILES: [CH3:1][N:2]([c:3]1[cH:4][cH:5][c:6]([CH:9]2[C:10]([CH3:22])([CH3:23])[O:11][c:12]3[c:13]2[c:14]([CH3:21])[c:15]([OH:20])[c:16]([CH3:19])[c:17]3[CH3:18])[cH:7][cH:8]1)[CH3:24].[CH3:25][O:26][c:27]1[cH:28][cH:29][c:30]([CH2:31][Cl:32])[cH:33][cH:34]1>>[CH3:1][N:2]([c:3]1[cH:4][cH:5][c:6]([CH:9]2[C:10]([CH3:22])([CH3:23])[O:11][c:12]3[c:13]2[c:14]([CH3:21])[c:15]([O:20][CH2:31][c:30]2[cH:29][cH:28][c:27]([O:26][CH3:25])[cH:34][cH:33]2)[c:16]([CH3:19])[c:17]3[CH3:18])[cH:7][cH:8]1)[CH3:24]. Reactants: C(CCC\C=C/CC=CCC=CCC=CCCCCC)(=O)N[C@@H](COP(=O)(O)O)C(=O)O (N-(cis-5,8,11,14-eicosatetraenoyl)-O-phospho-L-serine), C(CCCCCCC\C=C/CC=CCC=CCC)(=O)O (cis-9,12,15-octadecatrienoic acid). Yields the product C(CCCCCCC\C=C/CC=CCC=CCC)(=O)N[C@@H](COP(=O)(O)O)C(=O)O (N-(cis-9,12,15-octadecatrienoyl)-O-phospho-L-serine). As a reaction SMILES: [C:1]([NH:22][C@H:23]([C:30]([OH:32])=[O:31])[CH2:24][O:25][P:26]([OH:29])([OH:28])=[O:27])(=[O:21])[CH2:2][CH2:3][CH2:4]/[CH:5]=[CH:6]\[CH2:7][CH:8]=[CH:9][CH2:10][CH:11]=[CH:12][CH2:13][CH:14]=[CH:15][CH2:16][CH2:17][CH2:18]CC.C(O)(=O)CCCCCCC/C=C\CC=CCC=CCC>>[C:1]([NH:22][C@H:23]([C:30]([OH:32])=[O:31])[CH2:24][O:25][P:26]([OH:29])([OH:28])=[O:27])(=[O:21])[CH2:2][CH2:3][CH2:4][CH2:5][CH2:6][CH2:7][CH2:8]/[CH:9]=[CH:10]\[CH2:11][CH:12]=[CH:13][CH2:14][CH:15]=[CH:16][CH2:17][CH3:18]. Procedure: This compound was prepared as described above for (6), using 0.5 mmol (139 mg) of cis-9,12,15-octadecatrienoic acid; yield 73 mg (33%); Rf 0.05-0.10 (system B); 1H-NMR (CD3SOCD3, 200 MHz) δ0.9-1.0 (t, 3H, ω-CH3); 1.3 (s, 8H, 4CH2); 1.4-1.5 (br s, 2H, CH2CH2CO); 2.0-2.2 (m, 6H, CH2CO and 2 CH2CH═CH); 2.7-2.9 (br s, 4H, 2HC═CH—CH2—CH═CH); 3.9-4.0 (br s, 2H, CH2OP); 4.3-4.4 (m, 1H, NH CHCO); 5.2-5.4 (br s, 6H, 3 HC═CH); 8.2-8.4 (m, 3H, NH and 2POH). Reactants: CC(=O)C (Acetone), C(C)OC1=C(C(=C(CO)C=C1)F)F (4-ethoxy-2,3-difluorobenzyl alcohol), solution. Reagents/catalysts: [O-2].[Cr+3].[O-2].[O-2].[Cr+3] (chromium (III) oxide). The solvent is O (water). Run at time 1 hour. Product: C(C)OC1=C(C(=C(C(=O)O)C=C1)F)F (4-Ethoxy-2,3-Difluorobenzoic Acid). RXN SMILES: CC(C)=[O:3].[CH2:5]([O:7][C:8]1[CH:15]=[CH:14][C:11]([CH2:12][OH:13])=[C:10]([F:16])[C:9]=1[F:17])[CH3:6]>[O-2].[Cr+3].[O-2].[O-2].[Cr+3].O>[CH2:5]([O:7][C:8]1[CH:15]=[CH:14][C:11]([C:12]([OH:3])=[O:13])=[C:10]([F:16])[C:9]=1[F:17])[CH3:6] |f:2.3.4.5.6|. Reported procedure: Acetone solution (140 mL) containing 4-ethoxy-2,3-difluorobenzyl alcohol (2.1 g) was dropped into a 1.5 M sulfuring acid solution (70 mL) containing chromium (III) oxide (4.23 g), at 0° C. over one hour. The reaction mixture was stirred at room temperature for 24 hours, and added with water to thereby terminate the reaction. The organic layer was extracted three times with ethyl acetate, the organic layers were combined, and the combined organic layer was extracted twice with a 1 M aqueous sodiu...